This data is from the Open Reaction Database (ORD), a public repository of structured organic reaction records. The task is: describe an organic reaction: reactants, conditions, products, and yield Reactants: C(C)(=O)O (acetic acid), N1(CCNCC1)C1=CC(=C(C(=O)N2CCCCC3=C2C=CC=C3)C=C1)Cl (1-[4-(1-piperazinyl)-2-chlorobenzoyl]-2,3,4,5-tetrahydro-1H-benzazepine), C=O (formaldehyde), C(#N)[BH3-].[Na+] (sodium cyanoborohydride). Solvent: CO (methanol), C(C)(=O)OCC (ethyl acetate). Run at time 1 hour. The product is CN1CCN(CC1)C1=CC(=C(C(=O)N2CCCCC3=C2C=CC=C3)C=C1)Cl (1-[4-(4-methyl-1-piperazinyl)-2-chlorobenzoyl]-2,3,4,5-tetrahydro-1H-benzazepine). Yield: 38.5%. As a reaction SMILES: [N:1]1([C:7]2[CH:25]=[CH:24][C:10]([C:11]([N:13]3[C:19]4[CH:20]=[CH:21][CH:22]=[CH:23][C:18]=4[CH2:17][CH2:16][CH2:15][CH2:14]3)=[O:12])=[C:9]([Cl:26])[CH:8]=2)[CH2:6][CH2:5][NH:4][CH2:3][CH2:2]1.C=O.[C:29]([BH3-])#N.[Na+].C(O)(=O)C>CO.C(OCC)(=O)C>[CH3:29][N:4]1[CH2:5][CH2:6][N:1]([C:7]2[CH:25]=[CH:24][C:10]([C:11]([N:13]3[C:19]4[CH:20]=[CH:21][CH:22]=[CH:23][C:18]=4[CH2:17][CH2:16][CH2:15][CH2:14]3)=[O:12])=[C:9]([Cl:26])[CH:8]=2)[CH2:2][CH2:3]1 |f:2.3|. Reported procedure: To a mixture of 1-[4-(1-piperazinyl)-2-chlorobenzoyl]-2,3,4,5-tetrahydro-1H-benzazepine (0.25 g), 37% formaldehyde (0.45 g) and sodium cyanoborohydride (0.12 g) in methanol (5 ml) is added with stirring acetic acid (0.12 g) under ice-cooling, and the mixture is stirred at room temperature for one hour. To the reaction solution is added ethyl acetate, and the mixture is washed with a 2N aqueous sodium hydroxide solution and distilled water. The organic layer is dried over magnesium sulfate, filte...